Dataset: the Open Reaction Database (ORD), a public repository of structured organic reaction records. Task: describe an organic reaction: reactants, conditions, products, and yield The reactants are C1CCOC1, Cn1ncc([N+](=O)[O-])c1C1=CC(=O)CCCC1, C[Si](C)(C)[N-][Si](C)(C)C, [Li+], Br[Se]c1ccccc1. The product is Cn1ncc([N+](=O)[O-])c1C1=CC(=O)C([Se]c2ccccc2)CCC1. As a reaction SMILES: [CH2:36]1[O:37][CH2:38][CH2:39][CH2:40]1.[CH3:11][n:12]1[n:13][cH:14][c:15]([N+:25](=[O:26])[O-:27])[c:16]1[C:17]1=[CH:18][C:19](=[O:24])[CH2:20][CH2:21][CH2:22][CH2:23]1.[CH3:2][Si:3]([N-:4][Si:5]([CH3:6])([CH3:7])[CH3:8])([CH3:9])[CH3:10].[Li+:1].[c:28]1([Se:34][Br:35])[cH:29][cH:30][cH:31][cH:32][cH:33]1>>[CH3:11][n:12]1[n:13][cH:14][c:15]([N+:25](=[O:26])[O-:27])[c:16]1[C:17]1=[CH:18][C:19](=[O:24])[CH:20]([Se:34][c:28]2[cH:29][cH:30][cH:31][cH:32][cH:33]2)[CH2:21][CH2:22][CH2:23]1. Starting materials: BrC=1C=NC(=NC1)Cl (5-bromo-2-chloropyrimidine), NC1=CC(=C(C=C1)[O-])[N+](=O)[O-].[Na+] (sodium 4-amino-2-nitrophenolate), O (water). The solvent is CN(C=O)C (dimethylformamide). The product is BrC=1C=NC(=NC1)C1=C(C=C(N)C=C1)[N+](=O)[O-] (4-(5-bromo-2-pyrimidinyl)-3-nitroaniline). As a reaction SMILES: [Br:1][C:2]1[CH:3]=[N:4][C:5](Cl)=[N:6][CH:7]=1.[NH2:9][C:10]1[CH:15]=[CH:14][C:13]([O-])=[C:12]([N+:17]([O-:19])=[O:18])[CH:11]=1.[Na+].O>CN(C)C=O>[Br:1][C:2]1[CH:3]=[N:4][C:5]([C:13]2[CH:14]=[CH:15][C:10]([NH2:9])=[CH:11][C:12]=2[N+:17]([O-:19])=[O:18])=[N:6][CH:7]=1 |f:1.2|. Procedure: 1.94 g of 5-bromo-2-chloropyrimidine and 1.93 g of sodium 4-amino-2-nitrophenolate were dissolved in 20 ml of dimethylformamide, and reacted in the atmosphere of nitrogen gas at 150° C. for 5 hours. After the completion of the reaction, the reaction product was poured into water, and extracted with ethyl acetate. The extract layer was washed with brine and dried over anhydrous sodium sulfate, and purified by silica gel column chromatography, whereby 1.35 g of 4-(5-bromo-2-pyrimidinyl)-3-nitroani... Starting materials: Cl.C(C)N=C=NCCCN(C)C (EDC), amine (S)-1-(2-aminoacetyl)pyrrolidine-2-carbonitrile 4-methylbenzenesulfonate, CCN(C(C)C)C(C)C (DIPEA), C1(=CC=CC=C1)C1=C2C(=CC=NC2=CC=C1)C(=O)O (5-phenylquinoline-4-carboxylic acid), OC1=CC=CC=2NN=NC21 (HOBT), O1CCOCC1 (1,4-dioxane). The solvent is C(Cl)Cl (CH2Cl2), C(Cl)Cl (CH2Cl2). Run at time 10 minute. Yields the product C(#N)[C@H]1N(CCC1)C(CNC(=O)C1=CC=NC2=CC=CC(=C12)C1=CC=CC=C1)=O ((S)—N-(2-(2-cyanopyrrolidine-1-yl)-2-oxoethyl)-5-phenylquinoline-4-carboxamide). RXN SMILES: [C:1]1([C:7]2[CH:16]=[CH:15][CH:14]=[C:13]3[C:8]=2[C:9]([C:17](O)=[O:18])=[CH:10][CH:11]=[N:12]3)[CH:6]=[CH:5][CH:4]=[CH:3][CH:2]=1.OC1[C:29]2[N:28]=N[NH:26][C:25]=2[CH:24]=[CH:23][CH:22]=1.Cl.[CH2:31]([N:33]=C=NCCCN(C)C)[CH3:32].CCN(C(C)C)C(C)C.[O:51]1CCOCC1>C(Cl)Cl>[C:29]([C@@H:25]1[CH2:24][CH2:23][CH2:22][N:26]1[C:32](=[O:51])[CH2:31][NH:33][C:17]([C:9]1[C:8]2[C:13](=[CH:14][CH:15]=[CH:16][C:7]=2[C:1]2[CH:6]=[CH:5][CH:4]=[CH:3][CH:2]=2)[N:12]=[CH:11][CH:10]=1)=[O:18])#[N:28] |f:2.3|. Procedure: To a solution containing this acid 5-phenylquinoline-4-carboxylic acid (0.04 g, 0.160 mmol) and HOBT (Hydroxybenzotriazole) (0.027 g, 0.177 mmol) in 1,4-dioxane (5 mL) was added a solution of EDC (1-ethyl-3-(3-dimethylaminopropyl)carbodiimide HCl) (0.034 g, 0.177 mmol) in CH2Cl2 (5 mL). The mixture was stirred for 10 min at room temperature. To the resulting solution was added the appropriate amine (S)-1-(2-aminoacetyl)pyrrolidine-2-carbonitrile 4-methylbenzenesulfonate (0.063 g, 0.193 mmol) and... The reactants are C=CCC1CCCCc2noc(=O)n21, CCCCO, [O-][I+3]([O-])([O-])[O-], [Na+], C1COCCO1, O, O, O=[Os](=O)(=O)=O, O=[Os]=O. The product is O=CCC1CCCCc2noc(=O)n21. RXN SMILES: [CH2:1]([CH:2]=[CH2:3])[CH:4]1[CH2:5][CH2:6][CH2:7][CH2:8][c:9]2[n:10]1[c:11](=[O:14])[o:12][n:13]2.[CH2:28]([OH:29])[CH2:30][CH2:31][CH3:32].[I+3:15]([O-:16])([O-:17])([O-:18])[O-:19].[Na+:20].[O:21]1[CH2:22][CH2:23][O:24][CH2:25][CH2:26]1.[OH2:27].[OH2:33].[Os:34](=[O:35])(=[O:36])(=[O:37])=[O:38].[Os:39](=[O:40])=[O:41]>>[CH2:1]([CH:2]=[O:16])[CH:4]1[CH2:5][CH2:6][CH2:7][CH2:8][c:9]2[n:10]1[c:11](=[O:14])[o:12][n:13]2.